describe an organic reaction: reactants, conditions, products, and yield From a dataset of the Open Reaction Database (ORD), a public repository of structured organic reaction records. Starting materials: ClC1=C(OCC(=O)O)C(=CC=C1)Cl (2,6-dichlorophenoxyacetic acid), S(=O)(Cl)Cl (thionyl chloride), CN[C@H]1[C@@H](CCCC1)NC (trans-(±)-N, N'-dimethylcyclohexane-1,2-diamine). Run in ClCCl (dichloromethane), ClCCl (dichloromethane). Product: Cl.ClC1=C(OCC(=O)N([C@H]2[C@@H](CCCC2)NC)C)C(=CC=C1)Cl (trans-(±)-2-(2,6-dichlorophenoxy)-N-methyl-N-[2-(methylamino)cyclohexyl]acetamide monohydrochloride). Yield: 39.0%. As a reaction SMILES: [Cl:1][C:2]1[CH:12]=[CH:11][CH:10]=[C:9]([Cl:13])[C:3]=1[O:4][CH2:5][C:6]([OH:8])=O.S(Cl)(Cl)=O.[CH3:18][NH:19][C@@H:20]1[CH2:25][CH2:24][CH2:23][CH2:22][C@H:21]1[NH:26][CH3:27]>ClCCl>[ClH:1].[Cl:13][C:9]1[CH:10]=[CH:11][CH:12]=[C:2]([Cl:1])[C:3]=1[O:4][CH2:5][C:6]([N:19]([CH3:18])[C@@H:20]1[CH2:25][CH2:24][CH2:23][CH2:22][C@H:21]1[NH:26][CH3:27])=[O:8] |f:4.5|. Reported procedure: 2,6-dichlorophenoxyacetic acid (0.50 g, 2.3 mmol) was treated with thionyl chloride (6 ml) at room temperature for 60 hours. The solution was concentrated in vacuo to give an oil which was dissolved in dichloromethane (2.5 ml) and added dropwise over three mi-nutes to a stirred solution of trans-(±)-N, N'-dimethylcyclohexane-1,2-diamine (0.35 g, 3.1 mmol) in dichloromethane (2.5 ml). After 1.5 hours at room temperature the mixture was filtered and the filtrate treated with diethyl ether until pr... Reported procedure: In the same manner as in Example 311, the title compound was synthesized using 6-bromo-3-(1-hydroxypropyl)-2-(4-methanesulfonylbenzyl)-4-phenyl-2H-isoquinolin-1-one. Crystals (THF-diisopropyl ether). As a reaction SMILES: [Br:1][C:2]1[CH:3]=[C:4]2[C:9](=[CH:10][CH:11]=1)[C:8](=[O:12])[N:7]([CH2:13][C:14]1[CH:19]=[CH:18][C:17]([S:20]([CH3:23])(=[O:22])=[O:21])=[CH:16][CH:15]=1)[C:6]([CH:24]([OH:27])[CH2:25][CH3:26])=[C:5]2[C:28]1[CH:33]=[CH:32][CH:31]=[CH:30][CH:29]=1.C1COCC1.C(OC(C)C)(C)C>>[Br:1][C:2]1[CH:3]=[C:4]2[C:9](=[CH:10][CH:11]=1)[C:8](=[O:12])[N:7]([CH2:13][C:14]1[CH:15]=[CH:16][C:17]([S:20]([CH3:23])(=[O:21])=[O:22])=[CH:18][CH:19]=1)[C:6]([C:24](=[O:27])[CH2:25][CH3:26])=[C:5]2[C:28]1[CH:29]=[CH:30][CH:31]=[CH:32][CH:33]=1 |f:1.2|. The product is BrC=1C=C2C(=C(N(C(C2=CC1)=O)CC1=CC=C(C=C1)S(=O)(=O)C)C(CC)=O)C1=CC=CC=C1 (6-bromo-2-(4-methanesulfonylbenzyl)-4-phenyl-3-propionyl-2H-isoquinolin-1-one). Reactants: BrC=1C=C2C(=C(N(C(C2=CC1)=O)CC1=CC=C(C=C1)S(=O)(=O)C)C(CC)O)C1=CC=CC=C1 (6-bromo-3-(1-hydroxypropyl)-2-(4-methanesulfonylbenzyl)-4-phenyl-2H-isoquinolin-1-one), C1CCOC1.C(C)(C)OC(C)C (THF diisopropyl ether). The reactants are O=C(NC1CCCCC(O)C1)N1CCN(c2ccnc3cc(Cl)ccc23)CC1, ClCCl. The product is O=C1CCCCC(NC(=O)N2CCN(c3ccnc4cc(Cl)ccc34)CC2)C1. As a reaction SMILES: [Cl:1][c:2]1[cH:3][cH:4][c:5]2[c:6]([N:12]3[CH2:13][CH2:14][N:15]([C:18](=[O:19])[NH:20][CH:21]4[CH2:22][CH:23]([OH:28])[CH2:24][CH2:25][CH2:26][CH2:27]4)[CH2:16][CH2:17]3)[cH:7][cH:8][n:9][c:10]2[cH:11]1.[Cl:29][CH2:30][Cl:31]>>[Cl:1][c:2]1[cH:3][cH:4][c:5]2[c:6]([N:12]3[CH2:13][CH2:14][N:15]([C:18](=[O:19])[NH:20][CH:21]4[CH2:22][C:23](=[O:28])[CH2:24][CH2:25][CH2:26][CH2:27]4)[CH2:16][CH2:17]3)[cH:7][cH:8][n:9][c:10]2[cH:11]1. Reactants: ClCCl, CC12CCC(CC1O)C2, CCOCC, O=[Cr](=O)(O)O[Cr](=O)(=O)O, c1ccncc1. Product: CC12CCC(CC1=O)C2. As a reaction SMILES: [CH2:25]([Cl:26])[Cl:27].[CH3:1][C:2]12[CH:3]([OH:9])[CH2:4][CH:5]([CH2:6][CH2:7]1)[CH2:8]2.[CH3:28][CH2:29][O:30][CH2:31][CH3:32].[Cr:10]([O:11][Cr:12]([OH:13])(=[O:14])=[O:15])([OH:16])(=[O:17])=[O:18].[n:19]1[cH:20][cH:21][cH:22][cH:23][cH:24]1>>[CH3:1][C:2]12[C:3](=[O:9])[CH2:4][CH:5]([CH2:6][CH2:7]1)[CH2:8]2. Starting materials: C1CCNCC1, COc1ccc2c(Cc3c(Cl)cncc3Cl)nnc(Cl)c2c1, [Cu]I, CN(C)C=O, Cl[Pd]Cl, C#Cc1ccccc1, c1ccc(P(c2ccccc2)c2ccccc2)cc1. Yields the product COc1ccc2c(Cc3c(Cl)cncc3Cl)nnc(C#Cc3ccccc3)c2c1. RXN SMILES: [CH2:23]1[CH2:24][CH2:25][NH:26][CH2:27][CH2:28]1.[Cl:1][c:2]1[n:3][n:4][c:5]([CH2:14][c:15]2[c:16]([Cl:22])[cH:17][n:18][cH:19][c:20]2[Cl:21])[c:6]2[cH:7][cH:8][c:9]([O:12][CH3:13])[cH:10][c:11]12.[Cu:64][I:65].[O:56]=[CH:57][N:58]([CH3:59])[CH3:60].[Pd:61]([Cl:62])[Cl:63].[c:29]1([C:35]#[CH:36])[cH:30][cH:31][cH:32][cH:33][cH:34]1.[c:37]1([P:38]([c:39]2[cH:40][cH:41][cH:42][cH:43][cH:44]2)[c:45]2[cH:46][cH:47][cH:48][cH:49][cH:50]2)[cH:51][cH:52][cH:53][cH:54][cH:55]1>>[c:2]1([C:36]#[C:35][c:29]2[cH:30][cH:31][cH:32][cH:33][cH:34]2)[n:3][n:4][c:5]([CH2:14][c:15]2[c:16]([Cl:22])[cH:17][n:18][cH:19][c:20]2[Cl:21])[c:6]2[cH:7][cH:8][c:9]([O:12][CH3:13])[cH:10][c:11]12. Reactants: N1[C@H](C(=O)O)CCC1 (L-proline), C([O-])([O-])=O.[K+].[K+] (potassium carbonate), C1(=NC=CC2=CC(=CC=C12)O)O (isoquinoline-1,6-diol), IC1=CC=C(C=C1)OC (4-iodoanisole). Reagents/catalysts: [Cu]I (copper (I) iodide). Solvent: CS(=O)C (methyl sulfoxide), O (water). Run at temperature 130 celsius. Yields the product OC=1C=C2C=CN(C(C2=CC1)=O)C1=CC=C(C=C1)OC (6-hydroxy-2-(4-methoxyphenyl)isoquinolin-1(2H)-one). Reaction SMILES: [C:1]1([OH:12])[C:10]2[C:5](=[CH:6][C:7]([OH:11])=[CH:8][CH:9]=2)[CH:4]=[CH:3][N:2]=1.I[C:14]1[CH:19]=[CH:18][C:17]([O:20][CH3:21])=[CH:16][CH:15]=1.N1CCC[C@H]1C(O)=O.C(=O)([O-])[O-].[K+].[K+]>[Cu]I.O.CS(C)=O>[OH:11][C:7]1[CH:6]=[C:5]2[C:10](=[CH:9][CH:8]=1)[C:1](=[O:12])[N:2]([C:14]1[CH:19]=[CH:18][C:17]([O:20][CH3:21])=[CH:16][CH:15]=1)[CH:3]=[CH:4]2 |f:3.4.5|. Reported procedure: 6-Methoxyisoquinoline-1-ol was prepared as described above, followed by deprotection of the methoxy group using chlorobenzene and boron tribromide (6 equivalents, neat) added dropwise under argon atmosphere at room temperature, to obtain isoquinoline-1,6-diol (14v). Compound 14v (11.5 mmol) reacted with 4-iodoanisole (4.01 g, 17.13 mmol), copper (I) iodide (0.44 g, 2.28 mmol). L-proline (0.53 g, 4.57 mmol) and anhydrous potassium carbonate (3.16 g, 22.84 mmol) were placed in a dry 250 mL three-n... Starting materials: ClC1=C2N=C(NC2=NC=N1)C1=CC(=CC=C1)Cl (6-chloro-8-(3-chlorophenyl)-9H-purine), [Si](C)(C)(C(C)(C)C)O[C@H]1C[C@@H](C[C@H]1CO[Si](C)(C)C(C)(C)C)N ((1R,3S,4S)-3-{[tert-butyl(dimethyl)silyl]oxy}-4-({[tert-butyl(dimethyl)silyl]oxy}methyl)-cyclopentanamine), C(C)(C)N(C(C)C)CC (N,N-diisopropylethylamine). The solvent is C(C)O (ethanol). Yields the product [Si](C)(C)(C(C)(C)C)O[C@H]1C[C@@H](C[C@H]1CO[Si](C)(C)C(C)(C)C)NC1=C2N=C(NC2=NC=N1)C1=CC(=CC=C1)Cl (N-[(1R,3S,4S)-3-{[tert-butyl(dimethyl)silyl]oxy}-4-({[tert-butyl(dimethyl)silyl]oxy}-methyl)cyclopentyl]-8-(3-chlorophenyl)-9H-purin-6-amine). Yield: 83.5%. As a reaction SMILES: Cl[C:2]1[N:10]=[CH:9][N:8]=[C:7]2[C:3]=1[N:4]=[C:5]([C:11]1[CH:16]=[CH:15][CH:14]=[C:13]([Cl:17])[CH:12]=1)[NH:6]2.[Si:18]([O:25][C@@H:26]1[C@H:30]([CH2:31][O:32][Si:33]([C:36]([CH3:39])([CH3:38])[CH3:37])([CH3:35])[CH3:34])[CH2:29][C@@H:28]([NH2:40])[CH2:27]1)([C:21]([CH3:24])([CH3:23])[CH3:22])([CH3:20])[CH3:19].C(N(CC)C(C)C)(C)C>C(O)C>[Si:18]([O:25][C@@H:26]1[C@H:30]([CH2:31][O:32][Si:33]([C:36]([CH3:39])([CH3:38])[CH3:37])([CH3:34])[CH3:35])[CH2:29][C@@H:28]([NH:40][C:2]2[N:10]=[CH:9][N:8]=[C:7]3[C:3]=2[N:4]=[C:5]([C:11]2[CH:16]=[CH:15][CH:14]=[C:13]([Cl:17])[CH:12]=2)[NH:6]3)[CH2:27]1)([C:21]([CH3:24])([CH3:23])[CH3:22])([CH3:20])[CH3:19]. Procedure details: A solution of 6-chloro-8-(3-chlorophenyl)-9H-purine (155 mg, 0.58 mmol), (1R,3S,4S)-3-{[tert-butyl(dimethyl)silyl]oxy}-4-({[tert-butyl(dimethyl)silyl]oxy}methyl)-cyclopentanamine (200 mg, 0.56 mmol) (Example 128, steps a-c), and N,N-diisopropylethylamine (0.20 mL, 1.17 mmol) in ethanol (2.00 mL) was microwaved at 160° C. for 30 minutes. The reaction mixture was concentrated under vacuum, and the residue was purified by flash chromatography (0 to 5% Methanol/DCM) to afford the title compound (275... Reactants: COC1=C(C=NC=C1)C=1NC2=CC=C(C=C2C1)C#N (2-(4-methoxy-pyridin-3-yl)-1H-indole-5-carbonitrile), B(Br)(Br)Br (BBr3), C(Cl)Cl (DCM), C(=O)(O)[O-].[Na+] (NaHCO3). Run in ClCCCl (DCE). Reaction conditions: time 8 hour. The product is BrC1=C(NC2=CC=C(C=C12)C#N)C=1C=NC=CC1O (3-bromo-2-(4-hydroxy-pyridin-3-yl)-1H-indole-5-carbonitrile). As a reaction SMILES: C[O:2][C:3]1[CH:8]=[CH:7][N:6]=[CH:5][C:4]=1[C:9]1[NH:10][C:11]2[C:16]([CH:17]=1)=[CH:15][C:14]([C:18]#[N:19])=[CH:13][CH:12]=2.B(Br)(Br)[Br:21].C(Cl)Cl.C([O-])(O)=O.[Na+]>ClCCCl>[Br:21][C:17]1[C:16]2[C:11](=[CH:12][CH:13]=[C:14]([C:18]#[N:19])[CH:15]=2)[NH:10][C:9]=1[C:4]1[CH:5]=[N:6][CH:7]=[CH:8][C:3]=1[OH:2] |f:3.4|. Procedure: A flask is charged with 2-(4-methoxy-pyridin-3-yl)-1H-indole-5-carbonitrile (Example 90, 190 mg, 0.80 mmol) and DCE (8 mL), and 1.0 M BBr3 in DCM (4.8 mL, 4.8 mmol) is added. The mixture is stirred at room temperature overnight. The reaction mixture is poured into saturated aqueous NaHCO3 and extracted with DCM. The aqueous phase is concentrated, acidified with 1M HCl in water and concentrated in vacuo. The residue is purified with an Xbridge C18 eluting with a 1:9 to 9:1 acetonitrile-water grad...